This data is from the Open Reaction Database (ORD), a public repository of structured organic reaction records. The task is: describe an organic reaction: reactants, conditions, products, and yield The reactants are N(=O)[O-].[Na+] (sodium nitrite), O.O.[Sn](Cl)Cl (tin (II) chloride dihydrate), C(CCC)C1=CC=C(N)C=C1 (4-n-butylaniline). Run in O (water), Cl (hydrochloric acid), Cl (hydrochloric acid), Cl (hydrochloric acid). Reaction conditions: time 45 minute. Product: C(CCC)C1=CC=C(C=C1)NN (4-n-butylphenylhydrazine). Yield: 83.9%. Reaction SMILES: [CH2:1]([C:5]1[CH:11]=[CH:10][C:8]([NH2:9])=[CH:7][CH:6]=1)[CH2:2][CH2:3][CH3:4].[N:12]([O-])=O.[Na+].O.O.[Sn](Cl)Cl>Cl.O>[CH2:1]([C:5]1[CH:6]=[CH:7][C:8]([NH:9][NH2:12])=[CH:10][CH:11]=1)[CH2:2][CH2:3][CH3:4] |f:1.2,3.4.5|. Procedure: To 300 ml of concentrated hydrochloric acid was added a solution of 4-n-butylaniline (20.0 g, 134.2 mmole) in 200 ml 1 N hydrochloric acid at ice bath temperature. To the resulting slurry was added a solution of sodium nitrite (21.6 g, 313 mmole) in 90 ml of water. The resulting brown solution was stirred at ice bath temperature for 45 minutes and treated dropwise with a solution of tin (II) chloride dihydrate (82.0 g, 363.0 mmole) in 90 ml of concentrated hydrochloric acid. The reaction was sti...